This data is from the Open Reaction Database (ORD), a public repository of structured organic reaction records. The task is: describe an organic reaction: reactants, conditions, products, and yield The reactants are ClC1=CC2=C(N(C(N2)=O)C2CCN(CC2)CCCN2C(NC3=C2C=CC=C3)=O)C=C1 (5-chloro-1-{1-[3-(2,3-dihydro-2-oxo-1H-benzimidazol-1-yl)propyl]-4-piperidinyl}-1,3-dihydro-2H-benzimidazol-2-one), C(C)(=O)OC(C)=O (acetic acid anhydride), CC1=CC=CC=C1 (methylbenzene), C([O-])([O-])=O.[Na+].[Na+] (sodium carbonate). Solvent: O (water). The product is C(C)(=O)N1C(N(C2=C1C=C(C=C2)Cl)C2CCN(CC2)CCCN2C(N(C1=C2C=CC=C1)C(C)=O)=O)=O (3-acetyl-5-chloro-1-{1-[3-(3-acetyl-2,3-dihydro-2-oxo-1H-benzimidazol-1-yl)-propyl]-4-piperidinyl}-1,3-dihydro-2H-benzimidazol-2-one). As a reaction SMILES: [Cl:1][C:2]1[CH:30]=[CH:29][C:5]2[N:6]([CH:10]3[CH2:15][CH2:14][N:13]([CH2:16][CH2:17][CH2:18][N:19]4[C:23]5[CH:24]=[CH:25][CH:26]=[CH:27][C:22]=5[NH:21][C:20]4=[O:28])[CH2:12][CH2:11]3)[C:7](=[O:9])[NH:8][C:4]=2[CH:3]=1.[C:31](OC(=O)C)(=[O:33])[CH3:32].C[C:39]1[CH:44]=CC=CC=1.C(=O)([O-])[O-:46].[Na+].[Na+]>O>[C:31]([N:8]1[C:4]2[CH:3]=[C:2]([Cl:1])[CH:30]=[CH:29][C:5]=2[N:6]([CH:10]2[CH2:15][CH2:14][N:13]([CH2:16][CH2:17][CH2:18][N:19]3[C:23]4[CH:24]=[CH:25][CH:26]=[CH:27][C:22]=4[N:21]([C:44](=[O:46])[CH3:39])[C:20]3=[O:28])[CH2:12][CH2:11]2)[C:7]1=[O:9])(=[O:33])[CH3:32] |f:3.4.5|. Reported procedure: A mixture of 5 parts of 5-chloro-1-{1-[3-(2,3-dihydro-2-oxo-1H-benzimidazol-1-yl)propyl]-4-piperidinyl}-1,3-dihydro-2H-benzimidazol-2-one, 10 parts of acetic acid anhydride and 90 parts of methylbenzene is stirred and refluxed overnight. The reaction mixture is cooled, water is added and the whole is alkalized with a diluted sodium carbonate solution. The layers are separated and the organic phase is dried, filtered and evaporated. The residue is crystallized from methylbenzene. The product is f...